Dataset: the Open Reaction Database (ORD), a public repository of structured organic reaction records. Task: describe an organic reaction: reactants, conditions, products, and yield Starting materials: CS(=O)(=O)C1=C(C(=O)Cl)C=CC=C1 (2-methanesulfonylbenzoyl chloride), C(C1=CC=CC=C1)NC(=O)C1=C(N=C(S1)N)C (2-amino-4-methylthiazole-5-carboxylic acid benzylamide). The product is C(C1=CC=CC=C1)NC(=O)C1=C(N=C(S1)NC(C1=C(C=CC=C1)S(=O)(=O)C)=O)C (2-(2-Methanesulfonylbenzoylamino)-4-methylthiazole-5-carboxylic Acid Benzylamide). Isolated yield 9.0%. Reaction SMILES: [CH3:1][S:2]([C:5]1[CH:13]=[CH:12][CH:11]=[CH:10][C:6]=1[C:7](Cl)=[O:8])(=[O:4])=[O:3].[CH2:14]([NH:21][C:22]([C:24]1[S:28][C:27]([NH2:29])=[N:26][C:25]=1[CH3:30])=[O:23])[C:15]1[CH:20]=[CH:19][CH:18]=[CH:17][CH:16]=1>>[CH2:14]([NH:21][C:22]([C:24]1[S:28][C:27]([NH:29][C:7](=[O:8])[C:6]2[CH:10]=[CH:11][CH:12]=[CH:13][C:5]=2[S:2]([CH3:1])(=[O:4])=[O:3])=[N:26][C:25]=1[CH3:30])=[O:23])[C:15]1[CH:20]=[CH:19][CH:18]=[CH:17][CH:16]=1. Reported procedure: Following the procedure as described in Example 2, making variations only as required to use 2-methanesulfonylbenzoyl chloride in place of benzoyl chloride to react with 2-amino-4-methylthiazole-5-carboxylic acid benzylamide, the title compound was obtained as a white solid in 9% yield; m.p. 239-242° C.; 1H NMR (DMSO-d6, 300 MHz) δ 8.64 (t, J=5.8 Hz, 1H), 8.59 (s, 1H), 8.35 (d, J=7.8 Hz, 1H), 8.13 (d, J=7.8 Hz, 1H), 7.80 (t, J=7.8 Hz, 1H), 7.33-7.19 (m, 6H), 4.38 (d, J=5.8 Hz, 2H), 3.26 (s, 3H),... Reactants: O=C(n1ccnc1)n1ccnc1, N#CCCN, O=C([O-])[O-], O=C(O)C1=CC(CF)(CF)Oc2ccc([N+](=O)[O-])cc21, [K+], [K+], C1CCOC1. Yields the product N#CCCNC(=O)C1=CC(CF)(CF)Oc2ccc([N+](=O)[O-])cc21. Reaction SMILES: [C:21]([n:22]1[cH:23][cH:24][n:25][cH:26]1)([n:27]1[cH:28][cH:29][n:30][cH:31]1)=[O:32].[C:33](#[N:34])[CH2:35][CH2:36][NH2:37].[C:38](=[O:39])([O-:40])[O-:41].[F:1][CH2:2][C:3]1([CH2:19][F:20])[O:4][c:5]2[c:6]([cH:12][c:13]([N+:16](=[O:17])[O-:18])[cH:14][cH:15]2)[C:7]([C:9](=[O:10])[OH:11])=[CH:8]1.[K+:42].[K+:43].[O:44]1[CH2:45][CH2:46][CH2:47][CH2:48]1>>[F:1][CH2:2][C:3]1([CH2:19][F:20])[O:4][c:5]2[c:6]([cH:12][c:13]([N+:16](=[O:17])[O-:18])[cH:14][cH:15]2)[C:7]([C:9](=[O:11])[NH:37][CH2:36][CH2:35][C:33]#[N:34])=[CH:8]1. Starting materials: COC(=O)Oc1cc(Nc2ncnc3cc(OCc4ccccc4)ccc23)c(F)cc1C, CO, ClC(Cl)Cl, Cl, CN(C)C=O. Yields the product Cl, COC(=O)Oc1cc(Nc2ncnc3cc(O)ccc23)c(F)cc1C. RXN SMILES: [CH2:2]([c:3]1[cH:4][cH:5][cH:6][cH:7][cH:8]1)[O:9][c:10]1[cH:11][cH:12][c:13]2[c:14]([NH:20][c:21]3[c:22]([F:33])[cH:23][c:24]([CH3:32])[c:25]([O:27][C:28](=[O:29])[O:30][CH3:31])[cH:26]3)[n:15][cH:16][n:17][c:18]2[cH:19]1.[CH3:34][OH:35].[Cl:41][CH:42]([Cl:43])[Cl:44].[ClH:1].[O:36]=[CH:37][N:38]([CH3:39])[CH3:40]>>[ClH:1].[OH:9][c:10]1[cH:11][cH:12][c:13]2[c:14]([NH:20][c:21]3[c:22]([F:33])[cH:23][c:24]([CH3:32])[c:25]([O:27][C:28](=[O:29])[O:30][CH3:31])[cH:26]3)[n:15][cH:16][n:17][c:18]2[cH:19]1. Starting materials: COC1=C(C=CC(=C1)OC)C=CC=CC(=O)OCC (ethyl 5-(2,4-dimethoxyphenyl)-2,4-pentadienoate), CO (methanol), [OH-].[Na+] (sodium hydroxide). Run in O (water). Run at time 2 hour. Yields the product COC1=C(C=CC(=C1)OC)C=CC=CC(=O)O (5-(2,4-dimethoxyphenyl)-2,4-pentadienoic acid). Isolated yield 91.4%. As a reaction SMILES: [CH3:1][O:2][C:3]1[CH:8]=[C:7]([O:9][CH3:10])[CH:6]=[CH:5][C:4]=1[CH:11]=[CH:12][CH:13]=[CH:14][C:15]([O:17]CC)=[O:16].CO.[OH-].[Na+]>O>[CH3:1][O:2][C:3]1[CH:8]=[C:7]([O:9][CH3:10])[CH:6]=[CH:5][C:4]=1[CH:11]=[CH:12][CH:13]=[CH:14][C:15]([OH:17])=[O:16] |f:2.3|. Procedure: To 9.44 g (36.0 mmol) of said ethyl 5-(2,4-dimethoxyphenyl)-2,4-pentadienoate was added 80 ml of methanol to give a solution. To thesolution was then added a solution of 14.40 g (360 mmol) of sodium hydroxide dissolved in 20 ml of water, and the mixture was stirred at room temperature for 2 hours. The resulting mixture was concentrated under reduced pressure followed by addition of water and a hydrochloric acid solution to adjust the pH to 1 and extraction with chloroform. The organic layer was ... Starting materials: OC(C(=O)C1=CC(=CC=C1)OC1=CC=CC=C1)O (2,2-dihydroxy-1-[(3-phenoxy)phenyl]ethanone), NC1=CC=C(C(=O)O)C=C1 (p-aminobenzoic acid), C1(=CC=CC=C1)C (toluene). Run at temperature 0 celsius. Yields the product C(C)OC(C(=O)C1=CC(=CC=C1)OC1=CC=CC=C1)NC1=CC=C(C(=O)O)C=C1 (4-[[1-Ethoxy-2-(3-phenoxyphenyl)-2-oxoethyl]amino]benzoic acid). RXN SMILES: O[CH:2]([OH:18])[C:3]([C:5]1[CH:10]=[CH:9][CH:8]=[C:7]([O:11][C:12]2[CH:17]=[CH:16][CH:15]=[CH:14][CH:13]=2)[CH:6]=1)=[O:4].[NH2:19][C:20]1[CH:28]=[CH:27][C:23]([C:24]([OH:26])=[O:25])=[CH:22][CH:21]=1.[C:29]1(C)C=CC=C[CH:30]=1>>[CH2:29]([O:18][CH:2]([NH:19][C:20]1[CH:28]=[CH:27][C:23]([C:24]([OH:26])=[O:25])=[CH:22][CH:21]=1)[C:3]([C:5]1[CH:10]=[CH:9][CH:8]=[C:7]([O:11][C:12]2[CH:13]=[CH:14][CH:15]=[CH:16][CH:17]=2)[CH:6]=1)=[O:4])[CH3:30]. Procedure: A 5.1 g. portion of 2,2-dihydroxy-1-[(3-phenoxy)phenyl]ethanone and 2.75 g. of p-aminobenzoic acid in 40 ml. of toluene was refluxed under argon for one hour, then cooled and evaporated to dryness. The residue was added to 40 ml. of ethanol and refluxed for 30 minutes, then cooled to 0° C., giving the desired product, m.p. 117°-127° C. (dec.). The reactants are ClC1=C(C=CC=C1)CCCN1CCC(CC1)CCCNC(=O)C1=CC2=CN=C3C=CC=C(S1)N32 (N-[3-(1-(3-(2-chlorophenyl)propan-1-yl)piperidin-4-yl)propan-1-yl]-5-thia-1,8b-diazaacenaphthylene-4-carboxamide), Cl.C(C)(=O)OCC (HCl ethyl acetate). The solvent is C(C)O (ethanol). Yields the product Cl.Cl.ClC1=C(C=CC=C1)CCCN1CCC(CC1)CCCNC(=O)C1=CC2=CN=C3C=CC=C(S1)N32 (N-[3-(1-(3-(2-chlorophenyl)propan-1-yl)piperidin-4-yl)propan-1-yl]-5-thia-1,8b-diazaacenaphthylene-4-carboxamide Dihydrochloride). Yield: 91.0%. Reaction SMILES: [Cl:1][C:2]1[CH:7]=[CH:6][CH:5]=[CH:4][C:3]=1[CH2:8][CH2:9][CH2:10][N:11]1[CH2:16][CH2:15][CH:14]([CH2:17][CH2:18][CH2:19][NH:20][C:21]([C:23]2[S:33][C:32]3[N:34]4[C:25](=[CH:26][N:27]=[C:28]4[CH:29]=[CH:30][CH:31]=3)[CH:24]=2)=[O:22])[CH2:13][CH2:12]1.[ClH:35].C(OCC)(=O)C>C(O)C>[ClH:1].[ClH:35].[Cl:1][C:2]1[CH:7]=[CH:6][CH:5]=[CH:4][C:3]=1[CH2:8][CH2:9][CH2:10][N:11]1[CH2:12][CH2:13][CH:14]([CH2:17][CH2:18][CH2:19][NH:20][C:21]([C:23]2[S:33][C:32]3[N:34]4[C:25](=[CH:26][N:27]=[C:28]4[CH:29]=[CH:30][CH:31]=3)[CH:24]=2)=[O:22])[CH2:15][CH2:16]1 |f:1.2,4.5.6|. Procedure: To a solution of 580.0 mg (1.2 mM) of N-[3-(1-(3-(2-chlorophenyl)propan-1-yl)piperidin-4-yl)propan-1-yl]-5-thia-1,8b-diazaacenaphthylene-4-carboxamide in ethanol (10 ml) was added 2 ml (8.0 mM) of 4N-HCl/ethyl acetate and the mixture was stirred for several minutes. The solvent was then distilled off under reduced pressure and ether was added to the residue. The resulting crystal crop was harvested by filtration and rinsed with ethanol and diethyl ether to provide the title compound as orange-co... The reactants are COC(=O)C1=CC2=C(NC(=N2)C(Cl)(Cl)Cl)C=C1 (methyl-2-trichloromethyl-1H-benzoimidazole-5-carboxylate), COC(C1=C(C(=CC=C1)N)N)=O (methyl-2,3-diamino-benzoate). Yields the product COC(=O)C1=CC=CC=2NC(=NC21)C(Cl)(Cl)Cl (Methyl-2-trichloromethyl-1H-benzoimidazole-4-carboxylate). RXN SMILES: COC([C:5]1[CH:17]=[CH:16][C:8]2[NH:9][C:10]([C:12]([Cl:15])([Cl:14])[Cl:13])=[N:11][C:7]=2[CH:6]=1)=O.[CH3:18][O:19][C:20](=[O:29])C1C=CC=C(N)C=1N>>[CH3:18][O:19][C:20]([C:16]1[C:8]2[N:9]=[C:10]([C:12]([Cl:13])([Cl:14])[Cl:15])[NH:11][C:7]=2[CH:6]=[CH:5][CH:17]=1)=[O:29]. Procedure details: Methyl-2-trichloromethyl-1H-benzoimidazole-4-carboxylate was prepared similarly to methyl-2-trichloromethyl-1H-benzoimidazole-5-carboxylate as described in example 5 i) starting from 2.53 g (15.1 mmol) methyl-2,3-diamino-benzoate. Yield: 4.15 g MS (ES+): m/e=293, chloro pattern. The product is FC(C(=O)O)(F)F.C(C1=CC=CC=C1)OCCCOC=1C=NC(=NC1)C1C(CNCC1)OCC1=CC2=CC=CC=C2C=C1 ((3RS,4RS)-5-(3-benzyloxy-propoxy)-2-[3-(naphthalen-2-ylmethoxy)-piperidin-4-yl]-pyrimidine trifluoroacetate). Run in C(Cl)Cl (methylene chloride). The reactants are C(C1=CC=CC=C1)OCCCOC=1C=NC(=NC1)C1C(CN(CC1)C(=O)OC(C)(C)C)OCC1=CC2=CC=CC=C2C=C1 (tert-butyl (3RS,4RS)-4-[5-(3-benzyloxy-propoxy)-pyrimidin-2-yl]-3-(naphthalen-2-ylmethoxy)-piperidine-1-carboxylate), FC(C(=O)O)(F)F (trifluoroacetic acid). Procedure details: A solution of 40 mg (0.07 mmol) of tert-butyl (3RS,4RS)-4-[5-(3-benzyloxy-propoxy)-pyrimidin-2-yl]-3-(naphthalen-2-ylmethoxy)-piperidine-1-carboxylate and 0.1 ml of trifluoroacetic acid in 1 ml of methylene chloride was stirred at room temperature for 2 hours. Thereafter, the solution was evaporated and the residue was taken up in 1 ml of ethyl acetate and crystallized by the addition of hexane. There were obtained 25 mg (60% of theory) of (3RS,4RS)-5-(3-benzyloxy-propoxy)-2-[3-(naphthalen-2-ylm... As a reaction SMILES: [CH2:1]([O:8][CH2:9][CH2:10][CH2:11][O:12][C:13]1[CH:14]=[N:15][C:16]([CH:19]2[CH2:24][CH2:23][N:22](C(OC(C)(C)C)=O)[CH2:21][CH:20]2[O:32][CH2:33][C:34]2[CH:43]=[CH:42][C:41]3[C:36](=[CH:37][CH:38]=[CH:39][CH:40]=3)[CH:35]=2)=[N:17][CH:18]=1)[C:2]1[CH:7]=[CH:6][CH:5]=[CH:4][CH:3]=1.[F:44][C:45]([F:50])([F:49])[C:46]([OH:48])=[O:47]>C(Cl)Cl>[F:44][C:45]([F:50])([F:49])[C:46]([OH:48])=[O:47].[CH2:1]([O:8][CH2:9][CH2:10][CH2:11][O:12][C:13]1[CH:14]=[N:15][C:16]([CH:19]2[CH2:24][CH2:23][NH:22][CH2:21][CH:20]2[O:32][CH2:33][C:34]2[CH:43]=[CH:42][C:41]3[C:36](=[CH:37][CH:38]=[CH:39][CH:40]=3)[CH:35]=2)=[N:17][CH:18]=1)[C:2]1[CH:7]=[CH:6][CH:5]=[CH:4][CH:3]=1 |f:3.4|. Isolated yield 60.0%.